This data is from the Open Reaction Database (ORD), a public repository of structured organic reaction records. The task is: describe an organic reaction: reactants, conditions, products, and yield The reactants are COC=1C=C(C=C(C1)OC)C=C(C(=O)O)C1=CC=C(C=C1)O (3-(3 5-dimethoxyphenyl)-2-(4-hydroxyphenyl)-acrylic acid), FC1=CC=C(C=C1)[N+](=O)[O-] (1-fluoro-4-nitrobenzene), [H-].[Na+] (NaH). Solvent: CN(C)C=O (DMF). Yields the product COC=1C=C(C=C(C1)OC)C=C(C(=O)O)C1=CC=C(C=C1)OC1=CC=C(C=C1)[N+](=O)[O-] (3-(3,5-dimethoxyphenyl)-2-[4-(4-nitrophenoxy)-phenyl]-acrylic acid). RXN SMILES: [CH3:1][O:2][C:3]1[CH:4]=[C:5]([CH:11]=[C:12]([C:16]2[CH:21]=[CH:20][C:19]([OH:22])=[CH:18][CH:17]=2)[C:13]([OH:15])=[O:14])[CH:6]=[C:7]([O:9][CH3:10])[CH:8]=1.F[C:24]1[CH:29]=[CH:28][C:27]([N+:30]([O-:32])=[O:31])=[CH:26][CH:25]=1.[H-].[Na+]>CN(C=O)C>[CH3:10][O:9][C:7]1[CH:6]=[C:5]([CH:11]=[C:12]([C:16]2[CH:17]=[CH:18][C:19]([O:22][C:24]3[CH:29]=[CH:28][C:27]([N+:30]([O-:32])=[O:31])=[CH:26][CH:25]=3)=[CH:20][CH:21]=2)[C:13]([OH:15])=[O:14])[CH:4]=[C:3]([O:2][CH3:1])[CH:8]=1 |f:2.3|. Procedure: Compound 2 was reacted with 1-fluoro-4-nitrobenzene in the presence of NaH in DMF to give 3-(3,5-dimethoxyphenyl)-2-[4-(4-nitrophenoxy)-phenyl]-acrylic acid (32). Reduction of 32 (10 g, 24 mmol) with zinc dust (15 g, 230 mmol) in acetic acid (100 mL) was accomplished at 120° C. for 15 h, the mixture was cooled to room temperature. Water (250 mL) was slowly added to the reaction mixture. The precipitated product was filtered and washed with water (70 mL) to give crude product. The product was rec... The reactants are C(C)(C)(C)OC(=O)NCCOC1=NOC2=C1C=C(C=C2)Cl (3-(2-(N-t-butoxycarbonylamino)-ethoxy)-5-chloro-1,2-benzisoxazole), Cl.O1CCOCC1 (hydrochloric acid 1,4-dioxane). Reaction conditions: time 15 minute. Yields the product Cl.NCCOC1=NOC2=C1C=C(C=C2)Cl (3-(2-Aminoethoxy)-5-chloro-1,2-benzisoxazole hydrochloride). Yield: 190.8%. RXN SMILES: C(OC([NH:8][CH2:9][CH2:10][O:11][C:12]1[C:16]2[CH:17]=[C:18]([Cl:21])[CH:19]=[CH:20][C:15]=2[O:14][N:13]=1)=O)(C)(C)C.Cl.O1CCOCC1>>[ClH:21].[NH2:8][CH2:9][CH2:10][O:11][C:12]1[C:16]2[CH:17]=[C:18]([Cl:21])[CH:19]=[CH:20][C:15]=2[O:14][N:13]=1 |f:1.2,3.4|. Procedure details: To 3-(2-(N-t-butoxycarbonylamino)-ethoxy)-5-chloro-1,2-benzisoxazole (0.50 g) was added a solution of 4N-hydrochloric acid/1,4-dioxane (4.0 ml) and stirred at room temperature for 15 minutes. After filtering the precipitated crystals and washing with 1,4-dioxane, the title compound (0.38 g) was obtained as colorless crystals. The reactants are O (Water), C(C)(=O)NC1=CC=C(C=N1)NC(OCC(Cl)(Cl)Cl)=O (2,2,2-trichloroethyl [6-(acetylamino)pyridin-3-yl]carbamate), C1(=CC=CC=C1)C1=NSC(=N1)N1CCNCC1 (1-(3-phenyl-1,2,4-thiadiazol-5-yl)piperazine), C(C)(C)N(CC)C(C)C (diisopropylethylamine). Run in CS(=O)C (dimethyl sulfoxide). Yields the product C(C)(=O)NC1=CC=C(C=N1)NC(=O)N1CCN(CC1)C1=NC(=NS1)C1=CC=CC=C1 (N-[6-(Acetylamino)pyridin-3-yl]-4-(3-phenyl-1,2,4-thiadiazol-5-yl)piperazine-1-carboxamide). Isolated yield 47.4%. As a reaction SMILES: [C:1]([NH:4][C:5]1[N:10]=[CH:9][C:8]([NH:11][C:12](=[O:19])OCC(Cl)(Cl)Cl)=[CH:7][CH:6]=1)(=[O:3])[CH3:2].[C:20]1([C:26]2[N:30]=[C:29]([N:31]3[CH2:36][CH2:35][NH:34][CH2:33][CH2:32]3)[S:28][N:27]=2)[CH:25]=[CH:24][CH:23]=[CH:22][CH:21]=1.C(N(C(C)C)CC)(C)C.O>CS(C)=O>[C:1]([NH:4][C:5]1[N:10]=[CH:9][C:8]([NH:11][C:12]([N:34]2[CH2:35][CH2:36][N:31]([C:29]3[S:28][N:27]=[C:26]([C:20]4[CH:25]=[CH:24][CH:23]=[CH:22][CH:21]=4)[N:30]=3)[CH2:32][CH2:33]2)=[O:19])=[CH:7][CH:6]=1)(=[O:3])[CH3:2]. Procedure: A mixed solution of 2,2,2-trichloroethyl [6-(acetylamino)pyridin-3-yl]carbamate (241 mg, 0.738 mmol), 1-(3-phenyl-1,2,4-thiadiazol-5-yl)piperazine (200 mg, 0.812 mmol) and diisopropylethylamine (0.129 ml, 0.738 mmol) in dimethyl sulfoxide (2.5 ml) was stirred at 70° C. for 15 hours. Water was poured to the reaction mixture, and the resulting solution was extracted with ethyl acetate. The extract was washed with water and dried over anhydrous magnesium sulfate, and the solvent was distilled off u... Product: C12C(CC(C=C1)C2)OC(C)=O (Acetic acid bicyclo[2.2.1]hept-5-en-2-yl ester). Run at time 3 hour. Reported procedure: To a solution of bicyclo[2.2.1]hept-5-en-2-ol (25 g) in 200 mL of anhydrous, dichloromethane is added triethylamine (30 mL) and 4-N,N-dimethylaminopyridine (30 mg). With stirring at room temperature and under an inert atmosphere, of acetic anhydride (35 mL) was added neat and dropwise to the above reaction mixture while maintaining the reaction at room temperature over 1.5 h. Upon complete addition of the anhydride the reaction is left for 3 h, the solvents were stripped and the crude mixture wa... The solvent is C(C)N(CC)CC (triethylamine). The reactants are C(C)(=O)OC(C)=O (acetic anhydride), anhydride, C12C(CC(C=C1)C2)O (bicyclo[2.2.1]hept-5-en-2-ol), ClCCl (dichloromethane), 4-N,N-dimethylaminopyridine. RXN SMILES: [CH:1]12[CH2:7][CH:4]([CH:5]=[CH:6]1)[CH2:3][CH:2]2[OH:8].ClCCl.[C:12](OC(=O)C)(=[O:14])[CH3:13]>C(N(CC)CC)C>[CH:1]12[CH2:7][CH:4]([CH:5]=[CH:6]1)[CH2:3][CH:2]2[O:8][C:12](=[O:14])[CH3:13]. Reactants: [C-]#N.[Na+] (NaCN), ClCC1=CC=C(CC2=CC=C(C=C2)C(F)(F)F)C=C1 (4-(4'-chloromethylbenzyl)benzotrifluoride). Solvent: C(C)O (ethanol), O (water). Reaction conditions: temperature 80 celsius. The product is C(#N)CC1=CC=C(CC2=CC=C(C=C2)C(F)(F)F)C=C1 (4-(4'-cyanomethylbenzyl)benzotrifluoride). Reaction SMILES: Cl[CH2:2][C:3]1[CH:19]=[CH:18][C:6]([CH2:7][C:8]2[CH:13]=[CH:12][C:11]([C:14]([F:17])([F:16])[F:15])=[CH:10][CH:9]=2)=[CH:5][CH:4]=1.[C-:20]#[N:21].[Na+]>O.C(O)C>[C:20]([CH2:2][C:3]1[CH:19]=[CH:18][C:6]([CH2:7][C:8]2[CH:13]=[CH:12][C:11]([C:14]([F:17])([F:16])[F:15])=[CH:10][CH:9]=2)=[CH:5][CH:4]=1)#[N:21] |f:1.2|. Procedure: In a 50 ml round-bottom two-necked flask, 2.0 g were suspended in 2.0 ml of water and heated to 80° C. A 9.2 g amount of 4-(4'-chloromethylbenzyl)benzotrifluoride was dissolved in 7.1 ml of ethanol. This solution was added dropwise into the NaCN suspension. The proportion of undissolved substances increased. The reaction mixture turned brown. The feedstock was boiled under reflux for 5 hours. After the reaction mixture had cooled down to room temperature, the solid substance was removed by filtr... Starting materials: C(C)(C)(C)C=1N=C(SC1)C=1OC2=C(C1)C=C(C=C2)CN2C=C(C1=CC(=CC=C21)O)CC(=O)OC (methyl 1-{[2-(4-tert-butylthiazol-2-yl)benzofuran-5-yl]methyl}-5-hydroxyindole-3-acetate), BrCCCCC(=O)OCC (ethyl 5-bromopentanoate), C([O-])([O-])=O.[K+].[K+] (potassium carbonate). The solvent is CC(=O)CC (methylethylketone). Conditions: temperature 80 celsius, time 18 hour. Yields the product C(C)(C)(C)C=1N=C(SC1)C=1OC2=C(C1)C=C(C=C2)CN2C=C(C1=CC(=CC=C21)OCCCCC(=O)OCC)CC(=O)OC (methyl 1-{[2-(4-tert-butylthiazol-2-yl)benzofuran-5-yl]-methyl}-5-(4-ethoxycarbonylbutoxy)indole-3-acetate). As a reaction SMILES: [C:1]([C:5]1[N:6]=[C:7]([C:10]2[O:11][C:12]3[CH:18]=[CH:17][C:16]([CH2:19][N:20]4[C:28]5[C:23](=[CH:24][C:25]([OH:29])=[CH:26][CH:27]=5)[C:22]([CH2:30][C:31]([O:33][CH3:34])=[O:32])=[CH:21]4)=[CH:15][C:13]=3[CH:14]=2)[S:8][CH:9]=1)([CH3:4])([CH3:3])[CH3:2].Br[CH2:36][CH2:37][CH2:38][CH2:39][C:40]([O:42][CH2:43][CH3:44])=[O:41].C(=O)([O-])[O-].[K+].[K+]>CC(CC)=O>[C:1]([C:5]1[N:6]=[C:7]([C:10]2[O:11][C:12]3[CH:18]=[CH:17][C:16]([CH2:19][N:20]4[C:28]5[C:23](=[CH:24][C:25]([O:29][CH2:36][CH2:37][CH2:38][CH2:39][C:40]([O:42][CH2:43][CH3:44])=[O:41])=[CH:26][CH:27]=5)[C:22]([CH2:30][C:31]([O:33][CH3:34])=[O:32])=[CH:21]4)=[CH:15][C:13]=3[CH:14]=2)[S:8][CH:9]=1)([CH3:4])([CH3:2])[CH3:3] |f:2.3.4|. Procedure: A mixture of methyl 1-{[2-(4-tert-butylthiazol-2-yl)benzofuran-5-yl]methyl}-5-hydroxyindole-3-acetate (0.35 g), ethyl 5-bromopentanoate (0.232 ml) and potassium carbonate (0.31 g) in methylethylketone (5 ml) was stirred at 80° C. for 18 hours. After an insoluble mass was filtered off, the filtrate was concentrated under reduced pressure. The resulting syrup was subjected to column chromatography on silica gel and eluted with a mixture of ethyl acetate and n-hexane. The fractions containing the o... Starting materials: C1CCOC1, CC(=O)OC(C)=O, [N-]=[N+]=NCC1CN(c2ccc(SC(c3ccccc3)(c3ccccc3)c3ccccc3)c(F)c2)C(=O)O1, O, c1ccc(P(c2ccccc2)c2ccccc2)cc1, c1ccncc1. Product: CC(=O)NCC1CN(c2ccc(SC(c3ccccc3)(c3ccccc3)c3ccccc3)c(F)c2)C(=O)O1. As a reaction SMILES: [CH2:71]1[O:72][CH2:73][CH2:74][CH2:75]1.[CH3:58][C:59](=[O:60])[O:61][C:62](=[O:63])[CH3:64].[N:20](=[N+:21]=[N-:22])[CH2:23][CH:24]1[CH2:25][N:26]([c:30]2[cH:31][c:32]([F:56])[c:33]([S:36][C:37]([c:38]3[cH:39][cH:40][cH:41][cH:42][cH:43]3)([c:44]3[cH:45][cH:46][cH:47][cH:48][cH:49]3)[c:50]3[cH:51][cH:52][cH:53][cH:54][cH:55]3)[cH:34][cH:35]2)[C:27](=[O:29])[O:28]1.[OH2:57].[c:1]1([P:2]([c:3]2[cH:4][cH:5][cH:6][cH:7][cH:8]2)[c:9]2[cH:10][cH:11][cH:12][cH:13][cH:14]2)[cH:15][cH:16][cH:17][cH:18][cH:19]1.[cH:65]1[cH:66][cH:67][n:68][cH:69][cH:70]1>>[NH:20]([CH2:23][CH:24]1[CH2:25][N:26]([c:30]2[cH:31][c:32]([F:56])[c:33]([S:36][C:37]([c:38]3[cH:39][cH:40][cH:41][cH:42][cH:43]3)([c:44]3[cH:45][cH:46][cH:47][cH:48][cH:49]3)[c:50]3[cH:51][cH:52][cH:53][cH:54][cH:55]3)[cH:34][cH:35]2)[C:27](=[O:29])[O:28]1)[C:59]([CH3:58])=[O:60].